Dataset: the Open Reaction Database (ORD), a public repository of structured organic reaction records. Task: describe an organic reaction: reactants, conditions, products, and yield Reactants: N(=NC(=O)N1CCCCC1)C(=O)N1CCCCC1 (1,1'-(azodicarbonyl)dipiperidine), C(C)(C)(C)OC(=O)N1C(CC2=CC=CC=C12)(O)C (1-t-butoxycarbonyl-2-hydroxy-methylindoline), C(CCC)P(CCCC)CCCC (tributylphosphine), OC1=CC=C(CC2C(N(C(S2)=O)C(C2=CC=CC=C2)(C2=CC=CC=C2)C2=CC=CC=C2)=O)C=C1 (5-(4-hydroxybenzyl)-3-triphenylmethylthiazolidine-2,4-dione). The solvent is O1CCCC1 (tetrahydrofuran), CN(C=O)C (dimethylformamide), O1CCCC1 (tetrahydrofuran). Conditions: time 20 hour. Product: C(C)(C)(C)OC(=O)N1C(CC2=CC=CC=C12)COC1=CC=C(CC2C(N(C(S2)=O)C(C2=CC=CC=C2)(C2=CC=CC=C2)C2=CC=CC=C2)=O)C=C1 (5-[4-(1-t-Butoxycarbonylindolin-2-ylmethoxy)benzyl]-3-triphenylmethylthiazolidine-2,4-dione). Isolated yield 20.4%. Reaction SMILES: N(C(N1CCCCC1)=O)=NC(N1CCCCC1)=O.[C:19]([O:23][C:24]([N:26]1[C:34]2[C:29](=[CH:30][CH:31]=[CH:32][CH:33]=2)[CH2:28][C:27]1([CH3:36])O)=[O:25])([CH3:22])([CH3:21])[CH3:20].C(P(CCCC)CCCC)CCC.[OH:50][C:51]1[CH:83]=[CH:82][C:54]([CH2:55][CH:56]2[S:60][C:59](=[O:61])[N:58]([C:62]([C:75]3[CH:80]=[CH:79][CH:78]=[CH:77][CH:76]=3)([C:69]3[CH:74]=[CH:73][CH:72]=[CH:71][CH:70]=3)[C:63]3[CH:68]=[CH:67][CH:66]=[CH:65][CH:64]=3)[C:57]2=[O:81])=[CH:53][CH:52]=1>O1CCCC1.CN(C)C=O>[C:19]([O:23][C:24]([N:26]1[C:34]2[C:29](=[CH:30][CH:31]=[CH:32][CH:33]=2)[CH2:28][CH:27]1[CH2:36][O:50][C:51]1[CH:52]=[CH:53][C:54]([CH2:55][CH:56]2[S:60][C:59](=[O:61])[N:58]([C:62]([C:75]3[CH:76]=[CH:77][CH:78]=[CH:79][CH:80]=3)([C:63]3[CH:68]=[CH:67][CH:66]=[CH:65][CH:64]=3)[C:69]3[CH:74]=[CH:73][CH:72]=[CH:71][CH:70]=3)[C:57]2=[O:81])=[CH:82][CH:83]=1)=[O:25])([CH3:22])([CH3:21])[CH3:20]. Procedure details: A solution of 6.6 g of 1,1'-(azodicarbonyl)dipiperidine in 10 ml of anhydrous tetrahydrofuran and 20 ml of anhydrous dimethylformamide was added dropwise to a mixture of 6.5 g of 1-t-butoxycarbonyl-2-hydroxy-methylindoline (prepared as described in Preparation 3), 6.5 ml of tributylphosphine, 12.2 g of 5-(4-hydroxybenzyl)-3-triphenylmethylthiazolidine-2,4-dione [prepared as described in European Patent Publication No. 549 365A1] and 100 ml of anhydrous tetrahydrofuran, and the resulting mixture ...